This data is from the Open Reaction Database (ORD), a public repository of structured organic reaction records. The task is: describe an organic reaction: reactants, conditions, products, and yield The reactants are CCc1ccc(Cc2cc3c(cc2Cl)COC32OC(COS(=O)(=O)c3ccc(C)cc3)C(O)C(O)C2O)cc1, C[O-], [Na+]. Product: CCc1ccc(Cc2cc3c(cc2Cl)COC32OC(COC)C(O)C(O)C2O)cc1. As a reaction SMILES: [CH3:1][c:2]1[cH:3][cH:4][c:5]([S:6](=[O:7])(=[O:8])[O:11][CH2:12][CH:13]2[CH:14]([OH:39])[CH:15]([OH:38])[CH:16]([OH:37])[C:17]3([O:18][CH2:19][c:20]4[cH:21][c:22]([Cl:35])[c:23]([CH2:26][c:27]5[cH:28][cH:29][c:30]([CH2:33][CH3:34])[cH:31][cH:32]5)[cH:24][c:25]43)[O:36]2)[cH:9][cH:10]1.[CH3:40][O-:41].[Na+:42]>>[O:11]([CH2:12][CH:13]1[CH:14]([OH:39])[CH:15]([OH:38])[CH:16]([OH:37])[C:17]2([O:18][CH2:19][c:20]3[cH:21][c:22]([Cl:35])[c:23]([CH2:26][c:27]4[cH:28][cH:29][c:30]([CH2:33][CH3:34])[cH:31][cH:32]4)[cH:24][c:25]32)[O:36]1)[CH3:40]. The reactants are BrCC1CC1, O=C([O-])[O-], CC(=O)CC(C)C, [K+], [K+], CC(=O)Nc1cc(O)c(C(=O)NC2CN3CCC2CC3)cc1Cl. The product is CC(=O)Nc1cc(OCC2CC2)c(C(=O)NC2CN3CCC2CC3)cc1Cl. Reaction SMILES: [Br:30][CH2:31][CH:32]1[CH2:33][CH2:34]1.[C:24](=[O:25])([O-:26])[O-:27].[CH2:35]([C:36]([CH3:37])=[O:38])[CH:39]([CH3:40])[CH3:41].[K+:28].[K+:29].[N:1]12[CH2:2][CH:3]([NH:9][C:10]([c:11]3[c:12]([OH:22])[cH:13][c:14]([NH:18][C:19]([CH3:20])=[O:21])[c:15]([Cl:17])[cH:16]3)=[O:23])[CH:4]([CH2:5][CH2:6]1)[CH2:7][CH2:8]2>>[N:1]12[CH2:2][CH:3]([NH:9][C:10]([c:11]3[c:12]([O:22][CH2:31][CH:32]4[CH2:33][CH2:34]4)[cH:13][c:14]([NH:18][C:19]([CH3:20])=[O:21])[c:15]([Cl:17])[cH:16]3)=[O:23])[CH:4]([CH2:5][CH2:6]1)[CH2:7][CH2:8]2. The reactants are BrC1=CC=C2C(=C(C=NC2=C1)[N+](=O)[O-])Cl (7-bromo-4-chloro-3-nitroquinoline), NCCCCO (4-amino-1-butanol), NCCCCO (4-amino-1-butanol). Yields the product BrC1=CC=C2C(=C(C=NC2=C1)[N+](=O)[O-])NCCCCO (4-(7-bromo-3-nitroquinolin-4-ylamino)butan-1-ol). The yield is 89.1%. RXN SMILES: [Br:1][C:2]1[CH:11]=[C:10]2[C:5]([C:6](Cl)=[C:7]([N+:12]([O-:14])=[O:13])[CH:8]=[N:9]2)=[CH:4][CH:3]=1.[NH2:16][CH2:17][CH2:18][CH2:19][CH2:20][OH:21]>>[Br:1][C:2]1[CH:11]=[C:10]2[C:5]([C:6]([NH:16][CH2:17][CH2:18][CH2:19][CH2:20][OH:21])=[C:7]([N+:12]([O-:14])=[O:13])[CH:8]=[N:9]2)=[CH:4][CH:3]=1. Procedure: A modification of the method described in Part E of Example 1 was used to treat 7-bromo-4-chloro-3-nitroquinoline (20.0 g, 69.6 mmol) with 4-amino-1-butanol (6.9 mL, 76.5 mmol). The addition of 4-amino-1-butanol was carried out at ambient temperature. The product, 4-(7-bromo-3-nitroquinolin-4-ylamino)butan-1-ol (21.1 g) was isolated as a yellow solid and used without purification. The reactants are CN(CCN1C(COC2=C1C=C(C=C2)[N+](=O)[O-])=O)C (4-(2- dimethylaminoethyl)-6-nitro-2H-1,4-benzoxazine-3(4H )-one), C(=O)(O)[O-].[Na+] (NaHCO3), B(F)(F)F.CCOCC (Boron trifluoride etherate), [BH4-].[Na+] (sodium borohydride). The solvent is C1CCOC1 (THF), C1CCOC1 (THF). Reaction conditions: time 1 hour. Product: CN(CCN1CCOC2=C1C=C(C=C2)[N+](=O)[O-])C (3,4-Dihydro4-(2-dimethylaminoethyl)-6-nitro-2H-1,4-benzoxazine). The yield is 93.5%. As a reaction SMILES: B(F)(F)F.CCOCC.[BH4-].[Na+].[CH3:12][N:13]([CH3:30])[CH2:14][CH2:15][N:16]1[C:21]2[CH:22]=[C:23]([N+:26]([O-:28])=[O:27])[CH:24]=[CH:25][C:20]=2[O:19][CH2:18][C:17]1=O.C([O-])(O)=O.[Na+]>C1COCC1>[CH3:12][N:13]([CH3:30])[CH2:14][CH2:15][N:16]1[C:21]2[CH:22]=[C:23]([N+:26]([O-:28])=[O:27])[CH:24]=[CH:25][C:20]=2[O:19][CH2:18][CH2:17]1 |f:0.1,2.3,5.6|. Procedure details: Boron trifluoride etherate (2 ml, 16.2 mmol) was added dropwise to a suspension of sodium borohydride (0.46 g, 12 mmol) in dry THF (30 ml) at 0° C., under argon. After 1 hr, a solution of 4-(2- dimethylaminoethyl)-6-nitro-2H-1,4-benzoxazine-3(4H )-one (D1, 1.08 g, 4 mmol) in dry THF (20 ml) was added. The reaction mixture was heated under reflux for 2 hr, then cooled in ice. Aqueous NaHCO3 was added dropwise until effervescence ceased, then the solvent was removed under reduced pressure and the ... Reactants: C(#N)CC(=O)OC(C)(C)C (t-butyl cyanoacetate), [H-].[Na+] (sodium hydride), CN(C=O)C (N,N-dimethylformamide), NC1=NC(=CC(=N1)Cl)Cl (2-amino-4,6-dichloropyrimidine). Conditions: temperature 0 celsius, time 0.5 hour. Product: C(C)(C)(C)OC(CC=1C(=NC(=NC1C#N)N)Cl)=O (2-amino-4-chloro-6-cyano-pyrimidylacetate-t-butyl-ester). RXN SMILES: [H-].[Na+].[C:3]([CH2:5][C:6]([O:8][C:9]([CH3:12])([CH3:11])[CH3:10])=[O:7])#N.[NH2:13][C:14]1[N:19]=[C:18]([Cl:20])[CH:17]=[C:16](Cl)[N:15]=1.C[N:23](C)C=O>>[C:9]([O:8][C:6](=[O:7])[CH2:5][C:3]1[C:18]([Cl:20])=[N:19][C:14]([NH2:13])=[N:15][C:16]=1[C:17]#[N:23])([CH3:12])([CH3:11])[CH3:10] |f:0.1|. Procedure details: To a suspension of sodium hydride (17.6 g, 733 mmol) in dry N,N-dimethylformamide (DMF) at 0° C. was added dropwise t-butyl cyanoacetate (96 g, 680 mmol). The tan suspension was stirred at 0° C. for 0.5 hours then 2-amino-4,6-dichloropyrimidine (58.7 g, 358 mmol) was added batchwise. The mixture was heated slowly to 90° C. and the reaction was held at 90° C. for 18 hours. The reaction mixture was poured onto water (1 l) and the mixture was filtered. The filtrate was acidified with con HCl to pH ...